From a dataset of the Open Reaction Database (ORD), a public repository of structured organic reaction records. describe an organic reaction: reactants, conditions, products, and yield Yields the product FC1=C(C=CC=C1)C1=NC(C=2N(C3=C1C=C(C=C3)[N+](=O)[O-])C(=NN2)C)(C)C (6-(o-fluorophenyl)-1,4,4-trimethyl-8-nitro-4H-s-triazolo[4,3-a][1,4]benzodiazepine). The reactants are C(C)(=O)NN (acetic acid hydrazide), FC1=C(C=CC=C1)C1=NC(C(NC2=C1C=C(C=C2)[N+](=O)[O-])=O)(C)C (5-(o-fluorophenyl)-1,3-dihydro-3,3-dimethyl-7-nitro-2H-1,4-benzodiazepin-2-one), dimorpholinochlorophosphate, [H-].[Na+] (sodium hydride). RXN SMILES: [F:1][C:2]1[CH:7]=[CH:6][CH:5]=[CH:4][C:3]=1[C:8]1[C:14]2[CH:15]=[C:16]([N+:19]([O-:21])=[O:20])[CH:17]=[CH:18][C:13]=2[NH:12][C:11](=O)[C:10]([CH3:24])([CH3:23])[N:9]=1.[H-].[Na+].[C:27]([NH:30][NH2:31])(=O)[CH3:28]>O1CCCC1>[F:1][C:2]1[CH:7]=[CH:6][CH:5]=[CH:4][C:3]=1[C:8]1[C:14]2[CH:15]=[C:16]([N+:19]([O-:21])=[O:20])[CH:17]=[CH:18][C:13]=2[N:12]2[C:27]([CH3:28])=[N:30][N:31]=[C:11]2[C:10]([CH3:24])([CH3:23])[N:9]=1 |f:1.2|. Solvent: O1CCCC1 (tetrahydrofuran). Conditions: temperature 50 celsius, time 60 minute. Procedure: 55.25 g (0.16 mol) of 5-(o-fluorophenyl)-1,3-dihydro-3,3-dimethyl-7-nitro-2H-1,4-benzodiazepin-2-one, dissolved in 800 ml of tetrahydrofuran, are treated portionwise and while stirring at room temperature with 9.7 g of a 55 to 60 percent sodium hydride dispersion and the mixture is stirred at 50° C. for a further 60 minutes. 100 g (0.39 mol) of dimorpholinochlorophosphate are added to the cooled solution and the mixture is stirred at room temperature for 24 hours. After the addition of 50 g (0.6... Reactants: CCOC(C)=O, COC(=O)c1cnc(Cl)c([N+](=O)[O-])c1, COC(=O)C1CCCN1. Yields the product COC(=O)c1cnc(N2CCCC2C(=O)OC)c([N+](=O)[O-])c1. Reaction SMILES: [CH3:24][CH2:25][O:26][C:27]([CH3:28])=[O:29].[Cl:10][c:11]1[n:12][cH:13][c:14]([C:15](=[O:16])[O:17][CH3:18])[cH:19][c:20]1[N+:21](=[O:22])[O-:23].[NH:1]1[CH:2]([C:6](=[O:7])[O:8][CH3:9])[CH2:3][CH2:4][CH2:5]1>>[N:1]1([c:11]2[n:12][cH:13][c:14]([C:15](=[O:16])[O:17][CH3:18])[cH:19][c:20]2[N+:21](=[O:22])[O-:23])[CH:2]([C:6](=[O:7])[O:8][CH3:9])[CH2:3][CH2:4][CH2:5]1. Reactants: CCOC(C)=O, Nc1ccc([N+](=O)[O-])cc1, [N-]=C=S, NCc1ccccc1. Product: NC(=S)N(Cc1ccccc1)c1ccc([N+](=O)[O-])cc1. Reaction SMILES: [CH3:22][CH2:23][O:24][C:25]([CH3:26])=[O:27].[N+:4](=[O:5])([O-:6])[c:7]1[cH:8][cH:9][c:10]([NH2:11])[cH:12][cH:13]1.[N-:1]=[C:2]=[S:3].[NH2:14][CH2:15][c:16]1[cH:17][cH:18][cH:19][cH:20][cH:21]1>>[NH2:1][C:2](=[S:3])[N:11]([c:10]1[cH:9][cH:8][c:7]([N+:4](=[O:5])[O-:6])[cH:13][cH:12]1)[CH2:15][c:16]1[cH:17][cH:18][cH:19][cH:20][cH:21]1. Starting materials: O (water), O1N=C(C2=C1C=CC=C2)N(C(=O)OCC(Cl)(Cl)Cl)C(=O)OCC(Cl)(Cl)Cl (bis(2,2,2-trichloroethyl) 1,2-benzisoxazol-3-ylimidodicarbonate), C1(=CC=CC=C1)C=1N=C(SC1)C1CCNCC1 (4-(4-phenyl-1,3-thiazol-2-yl)piperidine), C(C)(C)N(CC)C(C)C (diisopropylethylamine). Solvent: CS(=O)C (dimethylsulfoxide). Yields the product O1N=C(C2=C1C=CC=C2)NC(=O)N2CCC(CC2)C=2SC=C(N2)C2=CC=CC=C2 (N-1,2-Benzisoxazol-3-yl-4-(4-phenyl-1,3-thiazol-2-yl)piperidine-1-carboxamide). The yield is 47.5%. As a reaction SMILES: [O:1]1[C:5]2[CH:6]=[CH:7][CH:8]=[CH:9][C:4]=2[C:3]([N:10]([C:19]([O:21]CC(Cl)(Cl)Cl)=O)C(OCC(Cl)(Cl)Cl)=O)=[N:2]1.[C:27]1([C:33]2[N:34]=[C:35]([CH:38]3[CH2:43][CH2:42][NH:41][CH2:40][CH2:39]3)[S:36][CH:37]=2)[CH:32]=[CH:31][CH:30]=[CH:29][CH:28]=1.C(N(C(C)C)CC)(C)C.O>CS(C)=O>[O:1]1[C:5]2[CH:6]=[CH:7][CH:8]=[CH:9][C:4]=2[C:3]([NH:10][C:19]([N:41]2[CH2:40][CH2:39][CH:38]([C:35]3[S:36][CH:37]=[C:33]([C:27]4[CH:32]=[CH:31][CH:30]=[CH:29][CH:28]=4)[N:34]=3)[CH2:43][CH2:42]2)=[O:21])=[N:2]1. Procedure: A solution of bis(2,2,2-trichloroethyl) 1,2-benzisoxazol-3-ylimidodicarbonate (277 mg, 0.573 mmol), 4-(4-phenyl-1,3-thiazol-2-yl)piperidine (280 mg, 1.15 mmol) and diisopropylethylamine (0.0998 ml, 0.573 mmol) in dimethylsulfoxide (3 ml) was stirred at 70° C. for 12 hours, the reaction mixture was poured into water and the mixture was extracted with ethyl acetate. The extract was washed with water and dried over anhydrous magnesium sulfate and the solvent was distilled off under reduced pressure...